Dataset: the Open Reaction Database (ORD), a public repository of structured organic reaction records. Task: describe an organic reaction: reactants, conditions, products, and yield Starting materials: C(CC)N(C(=O)C=1C=C(C(=O)N[C@H](CN[C@@H](C)C(=O)N[C@@H](C(C)C)C(=O)NCC(C)C)CC2=CC=CC=C2)C=CC1)CCC (N-[(2S)-2-({3-[(dipropylamino)carbonyl]-benzoyl}amino)-3-phenylpropyl]-L-alanyl-N1-isobutyl-L-valinamide), C(C)(=O)O (acetic acid), C(C)(=O)O[BH-](OC(C)=O)OC(C)=O.[Na+] (sodium triacetoxyborohydride). Run in C1CCOC1 (THF), C(C)(=O)OCC (ethyl acetate), CO (methanol), CO (Methanol). Run at time 3 day. The product is C(CC)N(C(=O)C=1C=C(C(=O)N[C@H](CN[C@@H](C)C(=O)N[C@@H](C(C)C)C(=O)NCC(C)C)CC(C)C)C=CC1)CCC (N-[(2S)-2-({3-[(dipropylamino)carbonyl]benzoyl}amino)-4-methylpentyl]-L-alanyl-N1-isobutyl-L-valinamide). Isolated yield 32.1%. RXN SMILES: [CH2:1]([N:4]([CH2:42][CH2:43][CH3:44])[C:5]([C:7]1[CH:8]=[C:9]([CH:39]=[CH:40][CH:41]=1)[C:10]([NH:12][C@@H:13]([CH2:32][C:33]1[CH:38]=CC=C[CH:34]=1)[CH2:14][NH:15][C@H:16]([C:18]([NH:20][C@H:21]([C:25]([NH:27][CH2:28][CH:29]([CH3:31])[CH3:30])=[O:26])[CH:22]([CH3:24])[CH3:23])=[O:19])[CH3:17])=[O:11])=[O:6])[CH2:2][CH3:3].C(O)(=O)C.C(O[BH-](OC(=O)C)OC(=O)C)(=O)C.[Na+]>C1COCC1.C(OCC)(=O)C.CO>[CH2:42]([N:4]([CH2:1][CH2:2][CH3:3])[C:5]([C:7]1[CH:8]=[C:9]([CH:39]=[CH:40][CH:41]=1)[C:10]([NH:12][C@@H:13]([CH2:32][CH:33]([CH3:38])[CH3:34])[CH2:14][NH:15][C@H:16]([C:18]([NH:20][C@H:21]([C:25]([NH:27][CH2:28][CH:29]([CH3:30])[CH3:31])=[O:26])[CH:22]([CH3:24])[CH3:23])=[O:19])[CH3:17])=[O:11])=[O:6])[CH2:43][CH3:44] |f:2.3|. Procedure details: (290 mg, 0.84 mmol) in 6 mL of dry THF is added to L-alanyl-N1-isobutyl-L-valinamide (EXAMPLE 1, 205 mg, 0.84 mmol) under nitrogen. To this is added 0.12 mL of acetic acid and sodium triacetoxyborohydride (300 mg, 1.41 mmol), and the mixture is stirred for 3 days. Methanol (1 mL) is added. And the mixture is stirred for 3 more hours. It is diluted with 150 mL of ethyl acetate and 5 mL of methanol, and the organic phase is washed successively with 15 mL of 1 N NaHCO3, water, and brine. The soluti... Starting materials: C1CCOC1, CCOC(C)=O, CC(C)O, O, COC(=O)c1ccc(C)cc1O. Product: COC(=O)c1ccc(C)cc1OC(C)C. Reaction SMILES: [CH2:17]1[O:18][CH2:19][CH2:20][CH2:21]1.[CH3:22][CH2:23][O:24][C:25](=[O:26])[CH3:27].[CH:13]([CH3:14])([CH3:15])[OH:16].[OH2:28].[OH:1][c:2]1[c:3]([C:4](=[O:5])[O:6][CH3:7])[cH:8][cH:9][c:10]([CH3:12])[cH:11]1>>[O:1]([c:2]1[c:3]([C:4](=[O:5])[O:6][CH3:7])[cH:8][cH:9][c:10]([CH3:12])[cH:11]1)[CH:13]([CH3:14])[CH3:15]. Reaction SMILES: [NH2:1][C:2]1[CH:7]=[CH:6][CH:5]=[CH:4][C:3]=1[S:8]([NH:11][C:12]1[C:13](Cl)=[CH:14][CH:15]=[C:16]2[C:21]=1[N:20]=[CH:19][CH:18]=[C:17]2[O:22][CH3:23])(=[O:10])=[O:9].C([O-])=O.[NH4+]>CC(O)=O.[Pd]>[NH2:1][C:2]1[CH:7]=[CH:6][CH:5]=[CH:4][C:3]=1[S:8]([NH:11][C:12]1[CH:13]=[CH:14][CH:15]=[C:16]2[C:21]=1[N:20]=[CH:19][CH:18]=[C:17]2[O:22][CH3:23])(=[O:9])=[O:10] |f:1.2|. Run in CC(=O)O (AcOH). Reagents/catalysts: [Pd] (Pd—C). Run at temperature 70 celsius. Procedure: 10% Pd—C (97 mg) was added to a solution of 2-amino-N-(7-chloro-4-methoxy-quinolin-8-yl)-benzenesulfonamide 570 (470 mg, 1.8 mmol), ammonium formate (571 mg, 9.2 mmol) in 50% AcOH (10 ml) and the mixture was heated to 70° C. for 15 h. After cooling, the solvent was removed in vacuo. The residue was dissolved in EtOAc (100 ml) and the organic phase was washed with sat. NaHCO3 solution (50 ml), dried (MgSO4) concentrated in vacuo. The crude residue was purified by column chromatography DCM/MeOH (9... Product: NC1=C(C=CC=C1)S(=O)(=O)NC=1C=CC=C2C(=CC=NC12)OC (2-Amino-N-(4-methoxy-quinolin-8-yl)-benzenesulfonamide). Yield: 32.2%. Starting materials: NC1=C(C=CC=C1)S(=O)(=O)NC=1C(=CC=C2C(=CC=NC12)OC)Cl (2-amino-N-(7-chloro-4-methoxy-quinolin-8-yl)-benzenesulfonamide), C(=O)[O-].[NH4+] (ammonium formate). The reactants are C(C=C)Br (allyl bromide), [OH-].[Na+] (sodium hydroxide), FC(C=1C=C(C=CC1)C=1C(C(CC1N)C1=CC=CC=C1)=O)(F)F (2-(3-trifluoromethylphenyl)-3-amino-5-phenyl-2-cyclopentenone). Reagents/catalysts: [Cl-].C(C1=CC=CC=C1)[N+](CC)(CC)CC (benzyltriethylammonium chloride). Solvent: O (water), C(Cl)Cl (methylene chloride). Product: FC(C=1C=C(C=CC1)C=1C(C(CC1NCC=C)C1=CC=CC=C1)=O)(F)F (2-(3-Trifluoromethylphenyl)-3-Allylamino-5-Phenyl-2-Cyclopentenone). As a reaction SMILES: [OH-].[Na+].[F:3][C:4]([F:25])([F:24])[C:5]1[CH:6]=[C:7]([C:11]2[C:12](=[O:23])[CH:13]([C:17]3[CH:22]=[CH:21][CH:20]=[CH:19][CH:18]=3)[CH2:14][C:15]=2[NH2:16])[CH:8]=[CH:9][CH:10]=1.[CH2:26](Br)[CH:27]=[CH2:28]>O.C(Cl)Cl.[Cl-].C([N+](CC)(CC)CC)C1C=CC=CC=1>[F:3][C:4]([F:24])([F:25])[C:5]1[CH:6]=[C:7]([C:11]2[C:12](=[O:23])[CH:13]([C:17]3[CH:18]=[CH:19][CH:20]=[CH:21][CH:22]=3)[CH2:14][C:15]=2[NH:16][CH2:28][CH:27]=[CH2:26])[CH:8]=[CH:9][CH:10]=1 |f:0.1,6.7|. Procedure: One gram of sodium hydroxide in 4.0 ml of water is added to a mixture of 4.0 g of 2-(3-trifluoromethylphenyl)-3-amino-5-phenyl-2-cyclopentenone in 80 ml of methylene chloride at room temperature followed by the addition of 1.46 g of allyl bromide and 0.27 g of benzyltriethylammonium chloride. The resulting two-phase mixture is stirred at room temperature until the reaction is completed. The reaction mixture is washed three times with water, dried over magnesium sulfate and concentrated in vacuo.... Starting materials: COC(CC1CCN2C1=C(C=1C(=CC(=CC21)OC(C)C)S(=O)(=O)C)SC2=CC=C(C=C2)Cl)=O (Methyl[9-[(4-chlorophenyl)thio]-6-isopropoxy-8-(methylsulfonyl)-2,3-dihydro-1H-pyrrolo[1,2-a]indol-1-yl]acetate), [Li+].[OH-] (LiOH), CC(=O)O (AcOH). Solvent: C1CCOC1.CO (THF MeOH). Run at time 1 hour. Yields the product ClC1=CC=C(C=C1)SC1=C2N(C=3C=C(C=C(C13)S(=O)(=O)C)OC(C)C)CCC2CC(=O)O ((+/−)-[9-[(4-chlorophenyl)thio]-6-isopropoxy-8-(methylsulfonyl)-2,3-dihydro-1H-pyrrolo[1,2-a]indol-1-yl]acetic acid). The yield is 88.1%. Reaction SMILES: C[O:2][C:3](=[O:33])[CH2:4][CH:5]1[C:9]2=[C:10]([S:25][C:26]3[CH:31]=[CH:30][C:29]([Cl:32])=[CH:28][CH:27]=3)[C:11]3[C:12]([S:21]([CH3:24])(=[O:23])=[O:22])=[CH:13][C:14]([O:17][CH:18]([CH3:20])[CH3:19])=[CH:15][C:16]=3[N:8]2[CH2:7][CH2:6]1.[Li+].[OH-].CC(O)=O>C1COCC1.CO>[Cl:32][C:29]1[CH:30]=[CH:31][C:26]([S:25][C:10]2[C:11]3[C:12]([S:21]([CH3:24])(=[O:23])=[O:22])=[CH:13][C:14]([O:17][CH:18]([CH3:20])[CH3:19])=[CH:15][C:16]=3[N:8]3[CH2:7][CH2:6][CH:5]([CH2:4][C:3]([OH:33])=[O:2])[C:9]=23)=[CH:27][CH:28]=1 |f:1.2,4.5|. Procedure: To a solution of the ester of Step 2 (70 mg) in THF/MeOH (3:1) mixture at r.t. was added 1 M LiOH aqueous solution (1 mL). The reaction mixture was stirred at r.t. for 1 hour. Then AcOH was added. The aqueous layer was extracted with EtOAC and the combined organic layers were dried over Na2SO4 and concentrated. The residue was purified by silica gel chromatography, eluting with 1% AcOH in EtOAc to give 60 mg of the title compound. The reactants are ClC1=C(C(=O)O)C(=C(C=C1)S(=O)(=O)Cl)Cl (2,6-Dichloro-5-chlorosulfonylbenzoic acid), N1CCCCC1 (piperidine). Run in C(Cl)Cl (methylene chloride). Product: ClC1=C(C(=O)O)C(=C(C=C1)S(=O)(=O)N1CCCCC1)Cl (2,6-Dichloro-5-piperidinosulfonylbenzoic Acid). As a reaction SMILES: [Cl:1][C:2]1[CH:10]=[CH:9][C:8]([S:11](Cl)(=[O:13])=[O:12])=[C:7]([Cl:15])[C:3]=1[C:4]([OH:6])=[O:5].[NH:16]1[CH2:21][CH2:20][CH2:19][CH2:18][CH2:17]1>C(Cl)Cl>[Cl:1][C:2]1[CH:10]=[CH:9][C:8]([S:11]([N:16]2[CH2:21][CH2:20][CH2:19][CH2:18][CH2:17]2)(=[O:13])=[O:12])=[C:7]([Cl:15])[C:3]=1[C:4]([OH:6])=[O:5]. Procedure: 2,6-Dichloro-5-chlorosulfonylbenzoic acid (960 mg.; 3.3 m moles) is added portion-wise to 1.95 g. (0.0165 mole) of piperidine in 15 ml. of dry methylene chloride, and the mixture heated to reflux for 1.5 hrs. The solvent and excess amine are removed under reduced pressure and the residue dissolved in 15 ml. of 2 N sodium hydroxide. The aqueous base solution is extracted (2×50 ml.) with ether and acidified with 6 N hydrochloric acid. The precipitated gum is filtered, dried and allowed to crystall... Starting materials: O (water), FC1=C(C=C2C=3C=CC=CC3NC2=C1)[N+](=O)[O-] (7-fluoro-6-nitro-carbazole), [OH-].[K+] (KOH), IC(C)C (2-iodopropane). The solvent is C(C)#N (acetonitrile). Reaction conditions: time 8 hour. Product: FC1=C(C=C2C=3C=CC=C(C3NC2=C1)C(C)C)[N+](=O)[O-] (7-fluoro-1-isopropyl-6-nitro-carbazole). Yield: 42.9%. RXN SMILES: [F:1][C:2]1[CH:14]=[C:13]2[C:5]([C:6]3[CH:7]=[CH:8][CH:9]=[CH:10][C:11]=3[NH:12]2)=[CH:4][C:3]=1[N+:15]([O-:17])=[O:16].[OH-].[K+].I[CH:21]([CH3:23])[CH3:22].O>C(#N)C>[F:1][C:2]1[CH:14]=[C:13]2[C:5]([C:6]3[CH:7]=[CH:8][CH:9]=[C:10]([CH:21]([CH3:23])[CH3:22])[C:11]=3[NH:12]2)=[CH:4][C:3]=1[N+:15]([O-:17])=[O:16] |f:1.2|. Procedure details: 3-Fluoro-benzohydrazine (3.3 g) and cyclohexanone (2.2 g) were added to ethanol (30 ml) and the mixture was stirred for 2 hours under reflux. The reaction mixture was concentrated and the resulting residue was recrystallized from hexane to obtain 7-fluoro-carbazole (1.81 g, 48%). Then, concentrated sulfuric acid (20 ml) was cooled to 0° C. and added with 7-fluoro-carbazole (2.1 g) and sodium nitrate (900 mg), and then the mixture was stirred for 10 minutes. The reaction mixture was poured on an ...